From a dataset of the Open Reaction Database (ORD), a public repository of structured organic reaction records. describe an organic reaction: reactants, conditions, products, and yield The reactants are C(C)(C)NCC1OC2(OC1)C=1C=CN(C1CCC2Br)S(=O)(=O)C2=CC=C(C=C2)C (4'-isopropylaminomethyl-1-p-toluenesulfonyl-5-bromo-4,5,6,7-tetrahydroindole-4-spiro-2'-[1,3]dioxolane), C(C1=CC=CC=C1)(=O)Cl (Benzoyl chloride). Run in N1=CC=CC=C1 (pyridine). Run at time 14 hour. Product: C(C)(C)N(C(C1=CC=CC=C1)=O)CC1OC2(OC1)C=1C=CN(C1CCC2Br)S(=O)(=O)C2=CC=C(C=C2)C (4'-(N-isopropyl-N-benzoylaminomethyl)-1-p-toluenesulfonyl-5-bromo-4,5,6,7-tetrahydroindole-4-spiro-2'-[1,3]dioxolane). Yield: 91.5%. RXN SMILES: [CH:1]([NH:4][CH2:5][CH:6]1[CH2:10][O:9][C:8]2([CH:18]([Br:19])[CH2:17][CH2:16][C:15]3[N:14]([S:20]([C:23]4[CH:28]=[CH:27][C:26]([CH3:29])=[CH:25][CH:24]=4)(=[O:22])=[O:21])[CH:13]=[CH:12][C:11]2=3)[O:7]1)([CH3:3])[CH3:2].[C:30](Cl)(=[O:37])[C:31]1[CH:36]=[CH:35][CH:34]=[CH:33][CH:32]=1>N1C=CC=CC=1>[CH:1]([N:4]([CH2:5][CH:6]1[CH2:10][O:9][C:8]2([CH:18]([Br:19])[CH2:17][CH2:16][C:15]3[N:14]([S:20]([C:23]4[CH:28]=[CH:27][C:26]([CH3:29])=[CH:25][CH:24]=4)(=[O:22])=[O:21])[CH:13]=[CH:12][C:11]2=3)[O:7]1)[C:30](=[O:37])[C:31]1[CH:36]=[CH:35][CH:34]=[CH:33][CH:32]=1)([CH3:3])[CH3:2]. Procedure details: A solution of 4'-isopropylaminomethyl-1-p-toluenesulfonyl-5-bromo-4,5,6,7-tetrahydroindole-4-spiro-2'-[1,3]dioxolane (100 parts) dissolved in pyridine (343 parts) is prepared and placed in a three necked flask equipped with a stirrer and a thermometer. Benzoyl chloride (35 parts) is added dropwise at 0° C. to 5° C. After standing at room temperature for 14 hours, the reaction mixture is evaporated to remove pyridine at below 70° C. Obtained residue is dissolved in a dichloromethane (300 parts) a... Reported procedure: To a dry 2 liter multi-neck round bottom flask fitted with an air stirrer, nitrogen inlet condenser and an addition funnel 800 ml of 2 M of cyclohexyl magnesium chloride was added and stirred. The flask was cooled to 10° C. 146 g of 99% 2-methyl-2-pentenal was added over the next 135 minutes. The cooling was removed. The first sample was taken 50 minutes later at 13° C. The second sample was taken 35 minutes later at 18° C. 75 minutes later the reaction mixture was quenched with 1000 ml of 20% H... Reaction SMILES: [CH3:1][C:2](=[CH:5][CH2:6][CH3:7])[CH:3]=[O:4].[CH:8]1([Mg]Cl)[CH2:13][CH2:12][CH2:11][CH2:10][CH2:9]1>>[CH:8]1([CH:3]([OH:4])[C:2]([CH3:1])=[CH:5][CH2:6][CH3:7])[CH2:13][CH2:12][CH2:11][CH2:10][CH2:9]1. Conditions: temperature 10 celsius, time 50 minute. Product: C1(CCCCC1)C(C(=CCC)C)O (1-cyclohexyl-2-methyl-2-penten-1-ol). The reactants are CC(C=O)=CCC (2-methyl-2-pentenal), C1(CCCCC1)[Mg]Cl (cyclohexyl magnesium chloride).